This data is from the Open Reaction Database (ORD), a public repository of structured organic reaction records. The task is: describe an organic reaction: reactants, conditions, products, and yield Reactants: 1-Methylsuylfonyl-4-piperidone, CN (CH3NH2), [BH-](OC(=O)C)(OC(=O)C)OC(=O)C.[Na+] (NaBH(OAc)3), CS(=O)(=O)N1CCC(CC1)=O (1-methylsulfonyl-4-piperidone), [OH-].[Na+] (NaOH). The solvent is CC#N (CH3CN), CC#N (CH3CN). Reaction conditions: time 1 hour. The product is CNC1CCN(CC1)S(=O)(=O)C (N-Methyl-1-(methylsulfonyl)-4-piperidineamine). Yield: 63.0%. Reaction SMILES: [CH3:1][NH2:2].[BH-](OC(C)=O)(OC(C)=O)OC(C)=O.[Na+].[CH3:17][S:18]([N:21]1[CH2:26][CH2:25][C:24](=O)[CH2:23][CH2:22]1)(=[O:20])=[O:19].[OH-].[Na+]>CC#N>[CH3:1][NH:2][CH:24]1[CH2:25][CH2:26][N:21]([S:18]([CH3:17])(=[O:20])=[O:19])[CH2:22][CH2:23]1 |f:1.2,4.5|. Procedure: 1-Methylsuylfonyl-4-piperidone (40.00 g, 0.226 mol), CH3CN (240 ml) and 40% CH3NH2 (20.4 ml, 0.263 mol) were added to a round bottom flask, and the mixture was stirred at room temperature for 1 hour. To another round bottom flask, NaBH(OAc)3 (60.00 g, 0.283 mol) and 120 ml of CH3CN were added. This solution was stirred at −10° C., to which the first mixture (derived from 1-methylsulfonyl-4-piperidone) was added slowly via an additional funnel. After the addition, the reaction was allowed to warm... Starting materials: BrCC(=O)C1=CC=C(C=C1)Br (2-bromo-1-(4-bromophenyl)-1-ethanone), [F-].[K+] (potassium fluoride), C1COCCOCCOCCOCCOCCO1 (18-crown-6 ether). Solvent: C(C)#N (acetonitrile). Yields the product BrC1=CC=C(C=C1)C(CF)=O (1-(4-Bromophenyl)-2-fluoro-1-ethanone). The yield is 102.1%. As a reaction SMILES: Br[CH2:2][C:3]([C:5]1[CH:10]=[CH:9][C:8]([Br:11])=[CH:7][CH:6]=1)=[O:4].[F-:12].[K+].C1OCCOCCOCCOCCOCCOC1>C(#N)C>[Br:11][C:8]1[CH:9]=[CH:10][C:5]([C:3](=[O:4])[CH2:2][F:12])=[CH:6][CH:7]=1 |f:1.2|. Procedure: A mixture of 2-bromo-1-(4-bromophenyl)-1-ethanone (8.54 g, 30.7 mmol), potassium fluoride (8.92 g, 153 mmol) and 18-crown-6 ether (4.06 g, 15.3 mmol) in acetonitrile (170 ml) was refluxed for 7 hr. After evaporation, the mixture was dissolved in ethyl acetate (300 ml), washed with water (100 ml×2), and dried over magnesium sulfate. Removal of solvent gave 6.8 g of brown solid, which was chromatographed on a column of silica gel (600 g) eluting with ethyl acetate/hexane (1:10) to afford 5.00 g (7... Starting materials: CC(=O)OC=O, Cc1cc(C)nc(Nc2ccccc2)n1. Product: Cc1cc(C)nc(N(C=O)c2ccccc2)n1. Reaction SMILES: [C:16]([O:17][CH:19]=[O:20])(=[O:18])[CH3:21].[NH:1]([c:2]1[cH:3][cH:4][cH:5][cH:6][cH:7]1)[c:8]1[n:9][c:10]([CH3:15])[cH:11][c:12]([CH3:14])[n:13]1>>[N:1]([c:2]1[cH:3][cH:4][cH:5][cH:6][cH:7]1)([c:8]1[n:9][c:10]([CH3:15])[cH:11][c:12]([CH3:14])[n:13]1)[CH:16]=[O:18]. Reactants: C#CCC(C)NS(=O)(=O)c1ccc(C)cc1, C[Si](C)(C)C#CCC(NS(=O)(=O)c1cccc(C(F)(F)F)c1)c1ccc(F)cc1. The product is C#CCC(NS(=O)(=O)c1cccc(C(F)(F)F)c1)c1ccc(F)cc1. Reaction SMILES: [CH3:1][c:2]1[cH:3][cH:4][c:5]([S:6]([NH:7][CH:8]([CH2:9][C:10]#[CH:11])[CH3:12])(=[O:13])=[O:14])[cH:15][cH:16]1.[F:17][c:18]1[cH:19][cH:20][c:21]([CH:24]([CH2:25][C:26]#[C:27][Si:28]([CH3:29])([CH3:30])[CH3:31])[NH:32][S:33](=[O:34])(=[O:35])[c:36]2[cH:37][c:38]([C:42]([F:43])([F:44])[F:45])[cH:39][cH:40][cH:41]2)[cH:22][cH:23]1>>[F:17][c:18]1[cH:19][cH:20][c:21]([CH:24]([CH2:25][C:26]#[CH:27])[NH:32][S:33](=[O:34])(=[O:35])[c:36]2[cH:37][c:38]([C:42]([F:43])([F:44])[F:45])[cH:39][cH:40][cH:41]2)[cH:22][cH:23]1. Reactants: N#CCCCBr, O=C([O-])[O-], CCCCO, C1COCCO1, [I-], [K+], [K+], [K+], c1ccc(C2CCNCC2)cc1. RXN SMILES: [Br:13][CH2:14][CH2:15][CH2:16][C:17]#[N:18].[C:19](=[O:20])([O-:21])[O-:22].[CH2:27]([OH:28])[CH2:29][CH2:30][CH3:31].[CH2:32]1[O:33][CH2:34][CH2:35][O:36][CH2:37]1.[I-:26].[K+:23].[K+:24].[K+:25].[c:1]1([CH:7]2[CH2:8][CH2:9][NH:10][CH2:11][CH2:12]2)[cH:2][cH:3][cH:4][cH:5][cH:6]1>>[c:1]1([CH:7]2[CH2:8][CH2:9][N:10]([CH2:14][CH2:15][CH2:16][C:17]#[N:18])[CH2:11][CH2:12]2)[cH:2][cH:3][cH:4][cH:5][cH:6]1. Product: N#CCCCN1CCC(c2ccccc2)CC1. The reactants are N#Cc1ccc(Cn2cncc2CCl)cc1, COC(=O)C1(Cc2cccc(C)c2)CCNCC1, CC#N, CCN(C(C)C)C(C)C, Cl, Cl. The product is COC(=O)C1(Cc2cccc(C)c2)CCN(Cc2cncn2Cc2ccc(C#N)cc2)CC1. As a reaction SMILES: [C:21](#[N:22])[c:23]1[cH:24][cH:25][c:26]([CH2:27][n:28]2[cH:29][n:30][cH:31][c:32]2[CH2:33][Cl:34])[cH:35][cH:36]1.[CH3:2][c:3]1[cH:4][c:5]([CH2:6][C:7]2([C:13](=[O:14])[O:15][CH3:16])[CH2:8][CH2:9][NH:10][CH2:11][CH2:12]2)[cH:17][cH:18][cH:19]1.[CH3:46][C:47]#[N:48].[CH:37]([N:38]([CH:39]([CH3:40])[CH3:41])[CH2:42][CH3:43])([CH3:44])[CH3:45].[ClH:1].[ClH:20]>>[CH3:2][c:3]1[cH:4][c:5]([CH2:6][C:7]2([C:13](=[O:14])[O:15][CH3:16])[CH2:8][CH2:9][N:10]([CH2:33][c:32]3[n:28]([CH2:27][c:26]4[cH:25][cH:24][c:23]([C:21]#[N:22])[cH:36][cH:35]4)[cH:29][n:30][cH:31]3)[CH2:11][CH2:12]2)[cH:17][cH:18][cH:19]1.